describe an organic reaction: reactants, conditions, products, and yield From a dataset of the Open Reaction Database (ORD), a public repository of structured organic reaction records. The reactants are Cl (Hydrochloric acid), N1=C(C=CC=C1C)C (2,6-lutidine), CN1C(=NC=C1)S(=O)(=O)Cl (1-methyl-1H-imidazole-2-sulfonyl chloride), NC=1C=C(C=C2C=C(NC12)C(=O)OCC)OCCOC (Ethyl 7-amino-5-(2-methoxyethoxy)-1H-indole-2-carboxylate). Run in O1CCCC1 (tetrahydrofuran), C(C)(=O)OCC (ethyl acetate), CCCCCC (hexane). Reaction conditions: time 2 hour. Yields the product COCCOC=1C=C2C=C(NC2=C(C1)NS(=O)(=O)C=1N(C=CN1)C)C(=O)OCC (ethyl 5-(2-methoxyethoxy)-7-{[(1-methyl-1H-imidazol-2-yl)sulfonyl]amino}-1H-indole-2-carboxylate). The yield is 51.4%. RXN SMILES: [NH2:1][C:2]1[CH:3]=[C:4]([O:16][CH2:17][CH2:18][O:19][CH3:20])[CH:5]=[C:6]2[C:10]=1[NH:9][C:8]([C:11]([O:13][CH2:14][CH3:15])=[O:12])=[CH:7]2.N1C(C)=CC=CC=1C.[CH3:29][N:30]1[CH:34]=[CH:33][N:32]=[C:31]1[S:35](Cl)(=[O:37])=[O:36].Cl>O1CCCC1.CCCCCC.C(OCC)(=O)C>[CH3:20][O:19][CH2:18][CH2:17][O:16][C:4]1[CH:5]=[C:6]2[C:10](=[C:2]([NH:1][S:35]([C:31]3[N:30]([CH3:29])[CH:34]=[CH:33][N:32]=3)(=[O:37])=[O:36])[CH:3]=1)[NH:9][C:8]([C:11]([O:13][CH2:14][CH3:15])=[O:12])=[CH:7]2. Reported procedure: Ethyl 7-amino-5-(2-methoxyethoxy)-1H-indole-2-carboxylate (1 g) was dissolved in tetrahydrofuran (10 mL), then 2,6-lutidine (2.5 mL) and 1-methyl-1H-imidazole-2-sulfonyl chloride (0.98 g) were added under ice-cooling, and the mixture was stirred at room temperature for 2 hr. 1N Hydrochloric acid was added to the reaction solution under ice-cooling, and the mixture was extracted with ethyl acetate. The organic layer was washed successively with saturated aqueous sodium hydrogencarbonate solution ...